From a dataset of the Open Reaction Database (ORD), a public repository of structured organic reaction records. describe an organic reaction: reactants, conditions, products, and yield Starting materials: BrCC(C(=O)OCC)=C (ethyl 2-(bromomethyl)propenoate), ethyl acetate petroleum spirit, [H-].[Na+] (sodium hydride), CN1C(=O)N(C(=O)CC1=O)C (1,3-dimethylbarbituric acid). Solvent: C(C)#N (acetonitrile), C(C)#N (acetonitrile). Reaction conditions: time 8 hour. Product: C(C)OC(=O)C(CC1(C(N(C(N(C1=O)C)=O)C)=O)CC(=C)C(=O)OCC)=C (5,5-Bis(2-ethoxycarbonyl-2-propenyl)-1,3-dimethyl-2,4,6(1H,3H,5H)-pyrimidinetrione). The yield is 84.1%. As a reaction SMILES: [H-].[Na+].[CH3:3][N:4]1[C:11](=[O:12])[CH2:10][C:8](=[O:9])[N:7]([CH3:13])[C:5]1=[O:6].Br[CH2:15][C:16](=[CH2:22])[C:17]([O:19][CH2:20][CH3:21])=[O:18]>C(#N)C>[CH2:20]([O:19][C:17]([C:16](=[CH2:22])[CH2:15][C:10]1([CH2:22][C:16]([C:17]([O:19][CH2:20][CH3:21])=[O:18])=[CH2:15])[C:11](=[O:12])[N:4]([CH3:3])[C:5](=[O:6])[N:7]([CH3:13])[C:8]1=[O:9])=[O:18])[CH3:21] |f:0.1|. Reported procedure: To a suspension of sodium hydride (0.75 g, 80% dispersion in oil) and 1,3-dimethylbarbituric acid (1.56 g, 0.01 mol) in acetonitrile (10 mL) was added a solution of ethyl 2-(bromomethyl)propenoate (3.86 g, 0.02 mol) in acetonitrile (5 mL). The resulting mixture was allowed to stir at room temperature under nitrogen overnight. Thin layer chromatography (ethyl acetate/petroleum spirit: 1/4) indicated all the starting materials had been consumed. Water (30 mL) was added and the slightly pink soluti... Starting materials: OC1=C(C(=CC=C1)O)C=1C2=CC=C(N2)C(=C2C=CC(C(=C3C=CC(=C(C=4C=CC1N4)C4=C(C=CC=C4O)O)N3)C3=C(C=CC=C3O)O)=N2)C2=C(C=CC=C2O)O (5,10,15,20-tetra(2',6'-dihydroxyphenyl)porphyrin), C(C(C)(C)C)(=O)OC(C(C)(C)C)=O (pivalic anhydride). The reagents and catalysts are CN(C1=CC=NC=C1)C (4-dimethylaminopyridine). Solvent: O1CCCC1 (tetrahydrofuran). The product is C12=CC=C(N1)C=C1C=CC(=N1)C=C1C=CC(N1)=CC=1C=CC(N1)=C2 (porphyrin), metal M. Reaction SMILES: OC1C=CC=C(O)C=1[C:9]1[C:10]2[NH:14][C:13]([C:15](C3C(O)=CC=CC=3O)=[C:16]3[N:48]=[C:19]([C:20](C4C(O)=CC=CC=4O)=[C:21]4[NH:39][C:24](=[C:25](C5C(O)=CC=CC=5O)[C:26]5[CH:27]=[CH:28][C:29]=1[N:30]=5)[CH:23]=[CH:22]4)[CH:18]=[CH:17]3)=[CH:12][CH:11]=2.C(OC(=O)C(C)(C)C)(=O)C(C)(C)C>O1CCCC1.CN(C)C1C=CN=CC=1>[C:10]12[CH:9]=[C:29]3[N:30]=[C:26]([CH:27]=[CH:28]3)[CH:25]=[C:24]3[NH:39][C:21]([CH:22]=[CH:23]3)=[CH:20][C:19]3=[N:48][C:16]([CH:17]=[CH:18]3)=[CH:15][C:13]([NH:14]1)=[CH:12][CH:11]=2. Procedure: Then, a solution of 5,10,15,20-tetra(2',6'-dihydroxyphenyl)porphyrin in dry tetrahydrofuran is refluxed at the boiling point in an atmosphere of nitrogen, pivalic anhydride (40 times of the molar quantity) is added and then a small quantity of 4-dimethylaminopyridine is added. The mixture is refluxed for 10-24 hours. The reaction mixture is extracted by a suitable organic solvent (such as dichloromethane, chloroform, ether or the like), and the resulting solution is washed with dilute hydrochlor...